From a dataset of the Open Reaction Database (ORD), a public repository of structured organic reaction records. describe an organic reaction: reactants, conditions, products, and yield Starting materials: O=C1CCC(=O)N1Br, CC(C)(C)c1ccc(S(=O)(=O)Nc2cc(OCCO)ncn2)cc1, CN(C)C=O, [Na+], O=S([O-])O. Product: CC(C)(C)c1ccc(S(=O)(=O)Nc2ncnc(OCCO)c2Br)cc1. Reaction SMILES: [Br:25][N:26]1[C:27](=[O:28])[CH2:29][CH2:30][C:31]1=[O:32].[C:1]([CH3:2])([CH3:3])([CH3:4])[c:5]1[cH:6][cH:7][c:8]([S:11](=[O:12])(=[O:13])[NH:14][c:15]2[n:16][cH:17][n:18][c:19]([O:21][CH2:22][CH2:23][OH:24])[cH:20]2)[cH:9][cH:10]1.[CH3:38][N:39]([CH3:40])[CH:41]=[O:42].[Na+:37].[S:33]([O-:34])([OH:35])=[O:36]>>[C:1]([CH3:2])([CH3:3])([CH3:4])[c:5]1[cH:6][cH:7][c:8]([S:11](=[O:12])(=[O:13])[NH:14][c:15]2[n:16][cH:17][n:18][c:19]([O:21][CH2:22][CH2:23][OH:24])[c:20]2[Br:25])[cH:9][cH:10]1. The reactants are B(O)O (boronic acid), C(=O)(O)CCC1=CC=C(C=C1)C=1C([C@@H]2CC[C@]3([C@@]4(CC[C@@]5([C@@H]([C@H]4CC[C@@H]3[C@]2(CC1)C)[C@@H](CC5)C(=C)C)C(=O)O)C)C)(C)C ((1R,3aS,5aR,5bR,7aR,11aS,11bR,13aR,13bR)-9-(4-(2-carboxyethyl)phenyl)-5a,5b,8,8,11a-pentamethyl-1-(prop-1-en-2-yl)-2,3,3a,4,5,5a,5b,6,7,7a,8,11,11a,11b,12,13,13a,13b-octadecahydro-1H-cyclopenta[a]chrysene-3a-carboxylic acid), N=1NN=NC1C=1C=C(C=CC1)B(O)O (3-(2H-tetrazol-5-yl)phenylboronic acid). Product: N=1NN=NC1C=1C=C(C=CC1)C=1C([C@@H]2CC[C@]3([C@@]4(CC[C@@]5([C@@H]([C@H]4CC[C@@H]3[C@]2(CC1)C)[C@@H](CC5)C(=C)C)C(=O)O)C)C)(C)C ((1R,3aS,5aR,5bR,7aR,11aS,11bR,13aR,13bR)-9-(3-(2H-tetrazol-5-yl)phenyl)-5a,5b,8,8,11a-pentamethyl-1-(prop-1-en-2-yl)-2,3,3a,4,5,5a,5b,6,7,7a,8,11,11a,11b,12,13,13a,13b-octadecahydro-1H-cyclopenta[a]chrysene-3a-carboxylic acid), solid. Yield: 26.0%. RXN SMILES: C(CCC1C=CC([C:12]2[C:13]([CH3:43])([CH3:42])[C@H:14]3[C@:27]([CH3:30])([CH2:28][CH:29]=2)[C@@H:26]2[C@:17]([CH3:41])([C@@:18]4([CH3:40])[C@H:23]([CH2:24][CH2:25]2)[C@H:22]2[C@H:31]([C:34]([CH3:36])=[CH2:35])[CH2:32][CH2:33][C@:21]2([C:37]([OH:39])=[O:38])[CH2:20][CH2:19]4)[CH2:16][CH2:15]3)=CC=1)(O)=O.[N:44]1[NH:45][N:46]=[N:47][C:48]=1[C:49]1[CH:50]=[C:51](B(O)O)[CH:52]=[CH:53][CH:54]=1.B(O)O>>[N:44]1[NH:45][N:46]=[N:47][C:48]=1[C:49]1[CH:50]=[C:51]([C:12]2[C:13]([CH3:43])([CH3:42])[C@H:14]3[C@:27]([CH3:30])([CH2:28][CH:29]=2)[C@@H:26]2[C@:17]([CH3:41])([C@@:18]4([CH3:40])[C@H:23]([CH2:24][CH2:25]2)[C@H:22]2[C@H:31]([C:34]([CH3:36])=[CH2:35])[CH2:32][CH2:33][C@:21]2([C:37]([OH:39])=[O:38])[CH2:20][CH2:19]4)[CH2:16][CH2:15]3)[CH:52]=[CH:53][CH:54]=1. Procedure details: The title compound was prepared following the method described above for compound (1R,3aS,5aR,5bR,7aR,11aS,11bR,13aR,13bR)-9-(4-(2-carboxyethyl)phenyl)-5a,5b,8,8,11a-pentamethyl-1-(prop-1-en-2-yl)-2,3,3a,4,5,5a,5b,6,7,7a,8,11,11a,11b,12,13,13a,13b-octadecahydro-1H-cyclopenta[a]chrysene-3a-carboxylic acid (example 4a) using 3-(2H-tetrazol-5-yl)phenylboronic acid as the reactant boronic acid. The product was isolated as a white solid (4.56 mg, 26%). LCMS: m/e 581.53 (M−H)−, 4.12 min (method 3). 1H... Reactants: ClC=1C=C(C=CC1C=1N(C=C(N1)C(F)(F)F)COCC[Si](C)(C)C)C=1C(=CC(=NC1)OCC1(CC1)C(=O)OC)C (methyl 1-{[(5-{3-chloro-4-[4-(trifluoromethyl)-1-{[2-(trimethylsilyl)ethoxy]methyl}-1H-imidazol-2-yl]phenyl}-4-methylpyridin-2-yl)oxy]methyl}cyclopropanecarboxylate), [OH-].[Na+] (sodium hydroxide). Solvent: CO (methanol), O1CCCC1 (tetrahydrofuran). Conditions: temperature 50 celsius, time 4 hour. The product is ClC=1C=C(C=CC1C=1N(C=C(N1)C(F)(F)F)COCC[Si](C)(C)C)C=1C(=CC(=NC1)OCC1(CC1)C(=O)O)C (1-{[(5-{3-chloro-4-[4-(trifluoromethyl)-1-{[2-(trimethylsilyl)ethoxy]methyl}-1H-imidazol-2-yl]phenyl}-4-methylpyridin-2-yl)oxy]methyl}cyclopropanecarboxylic acid). Isolated yield 95.9%. Reaction SMILES: [Cl:1][C:2]1[CH:3]=[C:4]([C:25]2[C:26]([CH3:40])=[CH:27][C:28]([O:31][CH2:32][C:33]3([C:36]([O:38]C)=[O:37])[CH2:35][CH2:34]3)=[N:29][CH:30]=2)[CH:5]=[CH:6][C:7]=1[C:8]1[N:9]([CH2:17][O:18][CH2:19][CH2:20][Si:21]([CH3:24])([CH3:23])[CH3:22])[CH:10]=[C:11]([C:13]([F:16])([F:15])[F:14])[N:12]=1.[OH-].[Na+]>CO.O1CCCC1>[Cl:1][C:2]1[CH:3]=[C:4]([C:25]2[C:26]([CH3:40])=[CH:27][C:28]([O:31][CH2:32][C:33]3([C:36]([OH:38])=[O:37])[CH2:35][CH2:34]3)=[N:29][CH:30]=2)[CH:5]=[CH:6][C:7]=1[C:8]1[N:9]([CH2:17][O:18][CH2:19][CH2:20][Si:21]([CH3:24])([CH3:23])[CH3:22])[CH:10]=[C:11]([C:13]([F:16])([F:14])[F:15])[N:12]=1 |f:1.2|. Procedure details: In methanol (7 mL) and tetrahydrofuran (7 mL) was dissolved methyl 1-{[(5-{3-chloro-4-[4-(trifluoromethyl)-1-{[2-(trimethylsilyl)ethoxy]methyl}-1H-imidazol-2-yl]phenyl}-4-methylpyridin-2-yl)oxy]methyl}cyclopropanecarboxylate (236 mg), 2N aqueous sodium hydroxide solution (1.98 mL) was added to the solution and the resulting mixture was stirred at 50° C. for 4 hours. The reaction mixture was concentrated under reduced pressure, and acetic acid and ethyl acetate were added to the residue. The orga... Reactants: C[O-], CO, CCc1cc(Cl)nnc1Cn1ccnc1-c1cccc(F)c1, [Na+], O. The product is CCc1cc(OC)nnc1Cn1ccnc1-c1cccc(F)c1. RXN SMILES: [CH3:23][O-:24].[CH3:27][OH:28].[Cl:1][c:2]1[cH:3][c:4]([CH2:21][CH3:22])[c:5]([CH2:8][n:9]2[c:10](-[c:14]3[cH:15][c:16]([F:20])[cH:17][cH:18][cH:19]3)[n:11][cH:12][cH:13]2)[n:6][n:7]1.[Na+:25].[OH2:26]>>[c:2]1([O:24][CH3:23])[cH:3][c:4]([CH2:21][CH3:22])[c:5]([CH2:8][n:9]2[c:10](-[c:14]3[cH:15][c:16]([F:20])[cH:17][cH:18][cH:19]3)[n:11][cH:12][cH:13]2)[n:6][n:7]1. The reactants are aqueous solution, C([O-])([O-])=O.[Na+].[Na+] (sodium carbonate), C1=C(C=CC2=CC=CC=C12)OB(O)O (2-naphthylboric acid), COCCOC (1,2-dimethoxyethane), BrC1=CC=2CC3=CC(=C(C=C3C2C=C1C(C)(C)C)C(C)(C)C)Br (2,7-dibromo-3,6-ditert-butyl-fluorene), Pd(PPh3). Yields the product C1=C(C=CC2=CC=CC=C12)C1=CC=2CC3=CC(=C(C=C3C2C=C1C(C)(C)C)C(C)(C)C)C1=CC2=CC=CC=C2C=C1 (2,7-di(2-naphthyl)-3,6-ditert-butyl-fluorene). Yield: 74.0%. Reaction conditions: time 20 minute. Run in C(C)O (ethanol), ClCCl (dichloromethane), CCCCCC (n-hexane). RXN SMILES: CO[CH2:3][CH2:4]OC.Br[C:8]1[C:20]([C:21]([CH3:24])([CH3:23])[CH3:22])=[CH:19][C:18]2[C:17]3[C:12](=[CH:13][C:14](Br)=[C:15]([C:25]([CH3:28])([CH3:27])[CH3:26])[CH:16]=3)[CH2:11][C:10]=2[CH:9]=1.[CH:30]1[C:39]2[C:34](=[CH:35][CH:36]=[CH:37][CH:38]=2)[CH:33]=[CH:32][C:31]=1OB(O)O.C(=O)([O-])[O-].[Na+].[Na+]>C(O)C.ClCCl.CCCCCC>[CH:30]1[C:39]2[C:34](=[CH:35][CH:36]=[CH:37][CH:38]=2)[CH:33]=[CH:32][C:31]=1[C:14]1[C:15]([C:25]([CH3:27])([CH3:26])[CH3:28])=[CH:16][C:17]2[C:18]3[C:10](=[CH:9][C:8]([C:4]4[CH:3]=[CH:17][C:18]5[C:10](=[CH:9][CH:8]=[CH:20][CH:19]=5)[CH:11]=4)=[C:20]([C:21]([CH3:24])([CH3:23])[CH3:22])[CH:19]=3)[CH2:11][C:12]=2[CH:13]=1 |f:3.4.5|. Procedure: Under a nitrogen atmosphere, 45 mL of dehydrated 1,2-dimethoxyethane was added to 3.02 g (6.92 mmol) of 2,7-dibromo-3,6-ditert-butyl-fluorene synthesized in Synthesis Example 1-1(i) and 0.40 g (0.35 mmol) of Pd(PPh3), and the mixture was stirred at room temperature for 20 minutes. To this solution, a solution prepared by dissolving 2.62 g (15.2 mmol) of 2-naphthylboric acid in 15 mL of ethanol was added, and the mixture was stirred at room temperature for 20 minutes. Then, 13.8 mL (27.7 mmol) of... Reactants: SC1=NC2=C(N1CC1=CC=C(C=C1)C1=C(C=CC=C1)C1=NN=NN1)C(=CC=C2)C(=O)OCC (ethyl 2-mercapto-1-[[2′-(1H-tetrazol-5-yl)biphenyl-4-yl]methyl]benzimidazole-7-carboxylate), [OH-].[Na+] (NaOH), Cl (hydrochloric acid), C(C)I (ethyl iodide). The solvent is C(C)O (ethanol). Conditions: time 4 hour. Yields the product C(C)SC1=NC2=C(N1CC1=CC=C(C=C1)C1=C(C=CC=C1)C1=NN=NN1)C(=CC=C2)C(=O)OCC (Ethyl 2-ethylthio-1-[[2′-(1H-tetrazol-5-yl)biphenyl-4-yl]methyl]benzimidazole-7-carboxylate). The yield is 56.9%. Reaction SMILES: [SH:1][C:2]1[N:6]([CH2:7][C:8]2[CH:13]=[CH:12][C:11]([C:14]3[CH:19]=[CH:18][CH:17]=[CH:16][C:15]=3[C:20]3[NH:24][N:23]=[N:22][N:21]=3)=[CH:10][CH:9]=2)[C:5]2[C:25]([C:29]([O:31][CH2:32][CH3:33])=[O:30])=[CH:26][CH:27]=[CH:28][C:4]=2[N:3]=1.[OH-].[Na+].[CH2:36](I)[CH3:37].Cl>C(O)C>[CH2:36]([S:1][C:2]1[N:6]([CH2:7][C:8]2[CH:9]=[CH:10][C:11]([C:14]3[CH:19]=[CH:18][CH:17]=[CH:16][C:15]=3[C:20]3[NH:24][N:23]=[N:22][N:21]=3)=[CH:12][CH:13]=2)[C:5]2[C:25]([C:29]([O:31][CH2:32][CH3:33])=[O:30])=[CH:26][CH:27]=[CH:28][C:4]=2[N:3]=1)[CH3:37] |f:1.2|. Procedure: To a solution of ethyl 2-mercapto-1-[[2′-(1H-tetrazol-5-yl)biphenyl-4-yl]methyl]benzimidazole-7-carboxylate (0.91 g) in ethanol (13 ml) containing 1N-NaOH (4 ml) was added ethyl iodide (0.34 g), and the mixture was stirred at room temperature for 4 hours. The reaction mixture was adjusted to pH 4 with dilute hydrochloric acid to give crystals. The crystals were collected by filtration and purified by column chromatography on silica gel. Recrystallization from ethyl acetate gave colorless prisms ...